The task is: describe an organic reaction: reactants, conditions, products, and yield. This data is from the Open Reaction Database (ORD), a public repository of structured organic reaction records. The reactants are BrC=1C=C(C(=O)OC)C=CC1O (Methyl 3-bromo-4-hydroxybenzoate), BrCC1=CC=CC=C1 (1-(bromomethyl)benzene), C([O-])([O-])=O.[Cs+].[Cs+] (cesium carbonate). Solvent: O (water), CS(=O)C (DMSO). Reaction conditions: time 8 hour. The product is C(C1=CC=CC=C1)OC1=C(C=C(C(=O)OC)C=C1)Br (Methyl 4-(benzyloxy)-3-bromobenzoate). Reaction SMILES: [Br:1][C:2]1[CH:3]=[C:4]([CH:9]=[CH:10][C:11]=1[OH:12])[C:5]([O:7][CH3:8])=[O:6].Br[CH2:14][C:15]1[CH:20]=[CH:19][CH:18]=[CH:17][CH:16]=1.C(=O)([O-])[O-].[Cs+].[Cs+]>CS(C)=O.O>[CH2:14]([O:12][C:11]1[CH:10]=[CH:9][C:4]([C:5]([O:7][CH3:8])=[O:6])=[CH:3][C:2]=1[Br:1])[C:15]1[CH:20]=[CH:19][CH:18]=[CH:17][CH:16]=1 |f:2.3.4|. Reported procedure: To a solution of 66.6E (53.2 g, 230 mmol) in DMSO (45.0 mL) was added 1-(bromomethyl)benzene (35.6 mL, 299 mmol). After cooling in an ice water bath, cesium carbonate (128 g, 391 mmol) was carefully added to the mixture, and the mixture was allowed to warm to room temperature. After overnight stirring, the mixture was diluted with water and extracted three times with EtOAc. The organic layers were combined and then washed with brine. After drying over anhydrous magnesium sulfate and filtration, ... The reactants are ClC1=C(C=CC(=C1)OC)CC(=O)C1=NC=C(N=C1)C (2-(2-chloro-4-methoxy-phenyl)-1-(5-methyl-pyrazin-2-yl)-ethanone), [H-].[Na+] (NaH), 2d, CI (methyl iodide). Run in CN(C)C=O (DMF), CN(C)C=O (DMF), C(C)(=O)OCC (ethyl acetate). Conditions: time 30 minute. The product is ClC1=C(C=CC(=C1)OC)C(C(=O)C1=NC=C(N=C1)C)C (2-(2-Chloro-4-methoxy-phenyl)-1-(5-methyl-pyrazin-2-yl)-propan-1-one). Yield: 76.7%. Reaction SMILES: [Cl:1][C:2]1[CH:7]=[C:6]([O:8][CH3:9])[CH:5]=[CH:4][C:3]=1[CH2:10][C:11]([C:13]1[CH:18]=[N:17][C:16]([CH3:19])=[CH:15][N:14]=1)=[O:12].[H-].[Na+].[CH3:22]I>CN(C=O)C.C(OCC)(=O)C>[Cl:1][C:2]1[CH:7]=[C:6]([O:8][CH3:9])[CH:5]=[CH:4][C:3]=1[CH:10]([CH3:22])[C:11]([C:13]1[CH:18]=[N:17][C:16]([CH3:19])=[CH:15][N:14]=1)=[O:12] |f:1.2|. Reported procedure: A solution of 2-(2-chloro-4-methoxy-phenyl)-1-(5-methyl-pyrazin-2-yl)-ethanone (370 mg, 1.3 mmol) in DMF (5 mL) was added slowly over 30 min to a suspension of NaH (50% in mineral oil, 96 mg, 1.9 mmol) in DMF (2 mL). After 30 min, methyl iodide (199 mg, 1.4 mmol) was added slowly, and the mixture was stirred for 2d at r.t. The reaction mixture was taken up in ethyl acetate, and washed (water, brine). The organic layer was separated, dried (Na2SO4), and the solvent was evaporated to give a residu... Reactants: NC=1SC=C(N1)CSC1=CC=C(C=C1)[N+](=O)[O-] (2-amino-4-(4-nitrophenylthiomethyl)thiazole), [Cl-].[NH4+] (ammonium chloride), C(C)O (ethanol), O (water). The reagents and catalysts are [Fe] (iron). Solvent: O1CCCC1 (tetrahydrofuran). The product is NC=1SC=C(N1)CSC1=CC=C(C=C1)N (2-amino-4-(4-aminophenylthiomethyl)thiazole). Yield: 78.8%. As a reaction SMILES: [NH2:1][C:2]1[S:3][CH:4]=[C:5]([CH2:7][S:8][C:9]2[CH:14]=[CH:13][C:12]([N+:15]([O-])=O)=[CH:11][CH:10]=2)[N:6]=1.[Cl-].[NH4+].C(O)C.O>O1CCCC1.[Fe]>[NH2:1][C:2]1[S:3][CH:4]=[C:5]([CH2:7][S:8][C:9]2[CH:14]=[CH:13][C:12]([NH2:15])=[CH:11][CH:10]=2)[N:6]=1 |f:1.2|. Procedure details: To a mixture of 2-amino-4-(4-nitrophenylthiomethyl)thiazole (15 g) and ammonium chloride (2 g) in a mixture of tetrahydrofuran (100 ml), ethanol (150 ml) and water was added portionwise added the iron powder (15 g) at 80° C. with stirring. The mixture was refluxed for 2 hours with stirring. The reaction mixture was filtered by suction and the filtrate was concentrated under reduced pressure. The residue was extracted with a mixture of tetrahydrofuran and ethyl acetate (1:1), washed with saturate... Starting materials: C1(=CC=CC=C1)C(C)C (cumene), C=CC1=CC=CC=C1 (styrene). The reagents and catalysts are S(O)(O)(=O)=O (sulfuric acid). Product: C1(=CC=CC=C1)C(C)C1=C(C=CC=C1)C(C)C (1-phenyl-1-(isopropylphenyl)ethane). Reaction SMILES: [C:1]1([CH:7]([CH3:9])[CH3:8])[CH:6]=[CH:5][CH:4]=[CH:3][CH:2]=1.[CH2:10]=[CH:11][C:12]1[CH:17]=[CH:16][CH:15]=[CH:14][CH:13]=1>S(=O)(=O)(O)O>[C:12]1([CH:11]([C:2]2[CH:3]=[CH:4][CH:5]=[CH:6][C:1]=2[CH:7]([CH3:9])[CH3:8])[CH3:10])[CH:17]=[CH:16][CH:15]=[CH:14][CH:13]=1. Procedure: Aralkylation of cumene with styrene was carried out in the presence of sulfuric acid catalyst. From the reaction product, a fraction mainly containing 1-phenyl-1-(isopropylphenyl)ethane was obtained by distillation. Starting materials: CN1CCCC1=O, CS(=O)(=O)c1ncc2cc(C(=O)c3ccc(F)cc3)n(-c3c(F)cccc3F)c2n1, NC1CCOCC1. Yields the product O=C(c1ccc(F)cc1)c1cc2cnc(NC3CCOCC3)nc2n1-c1c(F)cccc1F. Reaction SMILES: [CH3:38][N:39]1[CH2:40][CH2:41][CH2:42][C:43]1=[O:44].[F:1][c:2]1[c:3](-[n:9]2[c:10]([C:22](=[O:23])[c:24]3[cH:25][cH:26][c:27]([F:30])[cH:28][cH:29]3)[cH:11][c:12]3[c:13]2[n:14][c:15]([S:18]([CH3:19])(=[O:20])=[O:21])[n:16][cH:17]3)[c:4]([F:8])[cH:5][cH:6][cH:7]1.[NH2:31][CH:32]1[CH2:33][CH2:34][O:35][CH2:36][CH2:37]1>>[F:1][c:2]1[c:3](-[n:9]2[c:10]([C:22](=[O:23])[c:24]3[cH:25][cH:26][c:27]([F:30])[cH:28][cH:29]3)[cH:11][c:12]3[c:13]2[n:14][c:15]([NH:31][CH:32]2[CH2:33][CH2:34][O:35][CH2:36][CH2:37]2)[n:16][cH:17]3)[c:4]([F:8])[cH:5][cH:6][cH:7]1. Reactants: FC1=C(C=CC(=C1)B1OC(C(O1)(C)C)(C)C)C=1N=CC(=NC1)N (5-(2-fluoro-4-(4,4,5,5-tetramethyl-1,3,2-dioxaborolan-2-yl)phenyl)-pyrazin-2-amine), BrC1=C(C=CC=C1)S(=O)(=O)N[C@H]([C@H](C1=CC=CC=C1)O)C (2-bromo-N-((1S,2S)-1-hydroxy-1-phenylpropan-2-yl)benzene-sulfonamide). Product: NC=1N=CC(=NC1)C1=C(C=C(C=C1)C=1C(=CC=CC1)S(=O)(=O)N[C@H]([C@@H](C1=CC=CC=C1)O)C)F (4′-(5-Aminopyrazin-2-yl)-3′-fluoro-N-[(1S,2R)-2-hydroxy-1-methyl-2-phenylethyl]biphenyl-2-sulfonamide). RXN SMILES: [F:1][C:2]1[CH:7]=[C:6](B2OC(C)(C)C(C)(C)O2)[CH:5]=[CH:4][C:3]=1[C:17]1[N:18]=[CH:19][C:20]([NH2:23])=[N:21][CH:22]=1.Br[C:25]1[CH:30]=[CH:29][CH:28]=[CH:27][C:26]=1[S:31]([NH:34][C@@H:35]([CH3:44])[C@@H:36]([OH:43])[C:37]1[CH:42]=[CH:41][CH:40]=[CH:39][CH:38]=1)(=[O:33])=[O:32]>>[NH2:23][C:20]1[N:21]=[CH:22][C:17]([C:3]2[CH:4]=[CH:5][C:6]([C:25]3[C:26]([S:31]([NH:34][C@@H:35]([CH3:44])[C@H:36]([OH:43])[C:37]4[CH:38]=[CH:39][CH:40]=[CH:41][CH:42]=4)(=[O:32])=[O:33])=[CH:27][CH:28]=[CH:29][CH:30]=3)=[CH:7][C:2]=2[F:1])=[N:18][CH:19]=1. Procedure: The title compound was prepared in a manner similar to that described in Example 448 using 5-(2-fluoro-4-(4,4,5,5-tetramethyl-1,3,2-dioxaborolan-2-yl)phenyl)-pyrazin-2-amine and 2-bromo-N-((1S,2S)-1-hydroxy-1-phenylpropan-2-yl)benzene-sulfonamide. MS (ESI): mass calcd. for C25H23FN4O3S, 478.15; m/z found, 479.1 [M+H]+. 1H NMR (400 MHz, CD3OD) δ 8.36 (s, 1H), 8.12-8.05 (m, 2H), 7.89-7.83 (m, 1H), 7.67-7.62 (m, 1H), 7.59-7.54 (m, 1H), 7.37-7.34 (m, 1H), 7.27-7.12 (m, 7H), 4.60 (t, J=4.4, 1H), 3.42... Yields the product CC(=O)SC1CC(CN(C(=O)OC(C)(C)C)S(N)(=O)=O)N(C(=O)OC(C)(C)C)C1. As a reaction SMILES: [C:43]([CH3:44])([CH3:45])([CH3:46])[O:47][C:48](=[O:49])[NH:50][S:51](=[O:52])(=[O:53])[NH2:54].[C:6]([CH3:7])(=[O:8])[S:9][CH:10]1[CH2:11][CH:12]([CH2:22][OH:23])[N:13]([C:15](=[O:16])[O:17][C:18]([CH3:19])([CH3:20])[CH3:21])[CH2:14]1.[CH2:55]([O:56][C:57]([N:58]=[N:59][C:60]([O:61][CH2:62][CH3:63])=[O:64])=[O:65])[CH3:66].[CH3:72][c:73]1[cH:74][cH:75][cH:76][cH:77][cH:78]1.[NH2:1][S:2](=[O:3])(=[O:4])[NH2:5].[O:67]1[CH2:68][CH2:69][CH2:70][CH2:71]1.[c:24]1([P:25]([c:26]2[cH:27][cH:28][cH:29][cH:30][cH:31]2)[c:32]2[cH:33][cH:34][cH:35][cH:36][cH:37]2)[cH:38][cH:39][cH:40][cH:41][cH:42]1>>[C:6]([CH3:7])(=[O:8])[S:9][CH:10]1[CH2:11][CH:12]([CH2:22][N:50]([C:48]([O:47][C:43]([CH3:44])([CH3:45])[CH3:46])=[O:49])[S:51](=[O:52])(=[O:53])[NH2:54])[N:13]([C:15](=[O:16])[O:17][C:18]([CH3:19])([CH3:20])[CH3:21])[CH2:14]1. The reactants are CC(C)(C)OC(=O)NS(N)(=O)=O, CC(=O)SC1CC(CO)N(C(=O)OC(C)(C)C)C1, CCOC(=O)N=NC(=O)OCC, Cc1ccccc1, NS(N)(=O)=O, C1CCOC1, c1ccc(P(c2ccccc2)c2ccccc2)cc1. Starting materials: ClC1=CC(=NC(=N1)N1CCOCC1)C=1C=CC(=NC1)N (5-(6-chloro-2-morpholin-4-yl-pyrimidin-4-yl)pyridin-2-ylamine), FC1=NC=CC=C1B1OC(C(O1)(C)C)(C)C (2-fluoro-3-(4,4,5,5-tetramethyl-[1,3,2]dioxaborolan-2-yl)pyridine), C(=O)([O-])[O-].[Na+].[Na+] (Na2CO3). The reagents and catalysts are C1=CC=C(C=C1)P([C-]2C=CC=C2)C3=CC=CC=C3.C1=CC=C(C=C1)P([C-]2C=CC=C2)C3=CC=CC=C3.Cl[Pd]Cl.[Fe+2].ClCCl (dichloro[1,1′-bis(diphenylphosphino)ferrocene]palladium(II) dichloromethane). Solvent: COCCOC (DME). Reaction conditions: temperature 120 celsius. Product: FC1=NC=CC=C1C1=CC(=NC(=N1)N1CCOCC1)C=1C=CC(=NC1)N (5-[6-(2-fluoro-pyridin-3-yl)-2-morpholin-4-yl-pyrimidin-4-yl]-pyridin-2-ylamine). RXN SMILES: Cl[C:2]1[N:7]=[C:6]([N:8]2[CH2:13][CH2:12][O:11][CH2:10][CH2:9]2)[N:5]=[C:4]([C:14]2[CH:15]=[CH:16][C:17]([NH2:20])=[N:18][CH:19]=2)[CH:3]=1.[F:21][C:22]1[C:27](B2OC(C)(C)C(C)(C)O2)=[CH:26][CH:25]=[CH:24][N:23]=1.C([O-])([O-])=O.[Na+].[Na+]>COCCOC.C1C=CC(P(C2C=CC=CC=2)[C-]2C=CC=C2)=CC=1.C1C=CC(P(C2C=CC=CC=2)[C-]2C=CC=C2)=CC=1.Cl[Pd]Cl.[Fe+2].ClCCl>[F:21][C:22]1[C:27]([C:2]2[N:7]=[C:6]([N:8]3[CH2:13][CH2:12][O:11][CH2:10][CH2:9]3)[N:5]=[C:4]([C:14]3[CH:15]=[CH:16][C:17]([NH2:20])=[N:18][CH:19]=3)[CH:3]=2)=[CH:26][CH:25]=[CH:24][N:23]=1 |f:2.3.4,6.7.8.9.10|. Procedure details: To a solution of 5-(6-chloro-2-morpholin-4-yl-pyrimidin-4-yl)pyridin-2-ylamine, prepared as in Example 2, (252 mg, 0.87 mmol) and 2-fluoro-3-(4,4,5,5-tetramethyl-[1,3,2]dioxaborolan-2-yl)pyridine (183 mg, 1.30 mmol) in DME (4 mL) was added an aqueous solution of Na2CO3 (2 M, 1 mL), followed by dichloro[1,1′-bis(diphenylphosphino)ferrocene]palladium(II)-dichloromethane (71 mg, 0.087 mmol). The mixture was heated in a microwave for 20 min at 120° C. The aqueous phase was separated from DME, and ex...